Dataset: the Open Reaction Database (ORD), a public repository of structured organic reaction records. Task: describe an organic reaction: reactants, conditions, products, and yield Reactants: ClC1=C(C=C2C(C(=CN(C2=N1)C1CC1)C(=O)OCC)=O)F (ethyl 7-chloro-1-cyclopropyl-6-fluoro-1,4-dihydro-4-oxo-1,8-naphthyridine-3-carboxylate), C(C)(=O)NC1CNCC1 (3-acetylaminopyrrolidine), C([O-])(O)=O.[Na+] (sodium bicarbonate). Run in C(C)#N (acetonitrile). Yields the product C(C)(=O)NC1CN(CC1)C1=C(C=C2C(C(=CN(C2=N1)C1CC1)C(=O)OCC)=O)F (ethyl 7-(3-acetylamino-1-pyrrolidinyl)-1-cyclopropyl-6-fluoro-1,4-dihydro-4-oxo-1,8-naphthyridine-3-carboxylate). The yield is 93.4%. As a reaction SMILES: Cl[C:2]1[N:11]=[C:10]2[C:5]([C:6](=[O:20])[C:7]([C:15]([O:17][CH2:18][CH3:19])=[O:16])=[CH:8][N:9]2[CH:12]2[CH2:14][CH2:13]2)=[CH:4][C:3]=1[F:21].[C:22]([NH:25][CH:26]1[CH2:30][CH2:29][NH:28][CH2:27]1)(=[O:24])[CH3:23].C(=O)(O)[O-].[Na+]>C(#N)C>[C:22]([NH:25][CH:26]1[CH2:30][CH2:29][N:28]([C:2]2[N:11]=[C:10]3[C:5]([C:6](=[O:20])[C:7]([C:15]([O:17][CH2:18][CH3:19])=[O:16])=[CH:8][N:9]3[CH:12]3[CH2:14][CH2:13]3)=[CH:4][C:3]=2[F:21])[CH2:27]1)(=[O:24])[CH3:23] |f:2.3|. Procedure: A mixture of ethyl 7-chloro-1-cyclopropyl-6-fluoro-1,4-dihydro-4-oxo-1,8-naphthyridine-3-carboxylate (1.24 g), 3-acetylaminopyrrolidine (563 mg), sodium bicarbonate (437 mg) and acetonitrile (40 ml) was refluxed for 30 minutes. After evaporation to dryness under reduced pressure, water was added to the residue. The resulting crystals were filtered and recrystallized from ethanolisopropyl ether to give ethyl 7-(3-acetylamino-1-pyrrolidinyl)-1-cyclopropyl-6-fluoro-1,4-dihydro-4-oxo-1,8-naphthyridi... Product: CC1=C(C(=CC(=C1)OC1C(N(CC1)C)=O)C)C1=C2CC[C@H](C2=C(C=C1)F)OC1=CC2=C([C@@H](CO2)CC(=O)OC)C=C1 (Methyl 2-((3S)-6-((1R)-4-(2,6-dimethyl-4-(1-methyl-2-oxopyrrolidin-3-yloxy)phenyl)-7-fluoro-2,3-dihydro-1H-inden-1-yloxy)-2,3-dihydrobenzofuran-3-yl)acetate). Reaction SMILES: [F:1][C:2]1[CH:3]=[CH:4][C:5](B2OC(C)(C)C(C)(C)O2)=[C:6]2[C:10]=1[C@H:9]([O:11][C:12]1[CH:25]=[CH:24][C:15]3[C@H:16]([CH2:19][C:20]([O:22][CH3:23])=[O:21])[CH2:17][O:18][C:14]=3[CH:13]=1)[CH2:8][CH2:7]2.Br[C:36]1[C:49]([CH3:50])=[CH:48][C:39]([O:40][CH:41]2[CH2:45][CH2:44][N:43]([CH3:46])[C:42]2=[O:47])=[CH:38][C:37]=1[CH3:51].BrC1C=CC(F)=C2C=1CC[C@H]2OC1C=CC2[C@H](CC(OC)=O)COC=2C=1>>[CH3:51][C:37]1[CH:38]=[C:39]([O:40][CH:41]2[CH2:45][CH2:44][N:43]([CH3:46])[C:42]2=[O:47])[CH:48]=[C:49]([CH3:50])[C:36]=1[C:5]1[CH:4]=[CH:3][C:2]([F:1])=[C:10]2[C:6]=1[CH2:7][CH2:8][C@H:9]2[O:11][C:12]1[CH:13]=[CH:14][C:15]2[C@H:16]([CH2:19][C:20]([O:22][CH3:23])=[O:21])[CH2:17][O:18][C:24]=2[CH:25]=1. Procedure: The title compound is prepared from methyl 2-((S)-6-((R)-7-fluoro-4-(4,4,5,5-tetramethyl-1,3,2-dioxaborolan-2-yl)-2,3-dihydro-1H-inden-1-yloxy)-2,3-dihydrobenzofuran-3-yl)acetate and 3-(4-bromo-3,5-dimethylphenoxy)-1-methylpyrrolidin-2-one following a procedure analogous to that described in Step 5 of Intermediate 1. LC (method 8): tR=0.60 min; Mass spectrum (ESI+): m/z=560 [M+H]+. The reactants are FC=1C=CC(=C2CC[C@H](C12)OC1=CC2=C([C@@H](CO2)CC(=O)OC)C=C1)B1OC(C(O1)(C)C)(C)C (methyl 2-((S)-6-((R)-7-fluoro-4-(4,4,5,5-tetramethyl-1,3,2-dioxaborolan-2-yl)-2,3-dihydro-1H-inden-1-yloxy)-2,3-dihydrobenzofuran-3-yl)acetate), BrC1=C(C=C(OC2C(N(CC2)C)=O)C=C1C)C (3-(4-bromo-3,5-dimethylphenoxy)-1-methylpyrrolidin-2-one), BrC1=C2CC[C@H](C2=C(C=C1)F)OC1=CC2=C([C@@H](CO2)CC(=O)OC)C=C1 (Methyl 2-((S)-6-((R)-4-bromo-7-fluoro-2,3-dihydro-1H-inden-1-yloxy)-2,3-dihydrobenzofuran-3-yl)acetate).